From a dataset of the Open Reaction Database (ORD), a public repository of structured organic reaction records. describe an organic reaction: reactants, conditions, products, and yield The reactants are stannic chloride, C(C)O (ethanol), C(C1=CC=CC=C1)O[C@H]1CC(OC)O[C@@H]1CO[Si](C)(C)C(C)(C)C (methyl 3-O-benzyl-5-O-(t-butyldimethylsilyl)-2-deoxyribofuranoside), C[Si](C)(C)N1C(NC=C(C1=O)C(F)(F)F)=O (trimethylsilyl-5-trifluoromethyluracil). Run in C(Cl)Cl (methylene chloride), C(Cl)Cl (methylene chloride). Reaction conditions: temperature 5 celsius. Product: C(C1=CC=CC=C1)O[C@H]1C[C@@H](O[C@@H]1CO)N1C(=O)NC(=O)C(=C1)C(F)(F)F (3'O-Benzyl-2'-Deoxy-5-Trifluoromethyluridine). RXN SMILES: [CH2:1]([O:8][C@@H:9]1[C@@H:15]([CH2:16][O:17][Si](C(C)(C)C)(C)C)[O:14][CH:11](OC)[CH2:10]1)[C:2]1[CH:7]=[CH:6][CH:5]=[CH:4][CH:3]=1.C[Si]([N:29]1[C:34](=[O:35])[C:33]([C:36]([F:39])([F:38])[F:37])=[CH:32][NH:31][C:30]1=[O:40])(C)C.C(O)C>C(Cl)Cl>[CH2:1]([O:8][C@@H:9]1[C@@H:15]([CH2:16][OH:17])[O:14][C@@H:11]([N:31]2[CH:32]=[C:33]([C:36]([F:38])([F:39])[F:37])[C:34](=[O:35])[NH:29][C:30]2=[O:40])[CH2:10]1)[C:2]1[CH:3]=[CH:4][CH:5]=[CH:6][CH:7]=1. Reported procedure: To a stirred mixture of 3.5 g (0.01 mole) of methyl 3-O-benzyl-5-O-(t-butyldimethylsilyl)-2-deoxyribofuranoside and 3.4 g (0.01 mole) of Bis-(trimethylsilyl-5-trifluoromethyluracil in 30 ml of methylene chloride at <5° C. was added a solution of 2.9 g (0.011 mole) of stannic chloride in 5 ml of methylene chloride at ca. 0.25 ml/min. The clear yellow solution was stirred for an additional one and one-half hours at 5° C. during which time the color darkened and a fine precipitate formed. Anhydrous...